Dataset: the Open Reaction Database (ORD), a public repository of structured organic reaction records. Task: describe an organic reaction: reactants, conditions, products, and yield Reactants: CCCN(CCC)C(=O)c1cccc(C(=O)NC(Cc2ccccc2)P(=O)(O)CC(C)C(=O)OC)c1, CO, [Li+], [OH-], O, O. The product is CCCN(CCC)C(=O)c1cccc(C(=O)NC(Cc2ccccc2)P(=O)(O)CC(C)C(=O)O)c1. Reaction SMILES: [CH3:1][O:2][C:3]([CH:4]([CH2:5][P:6](=[O:7])([OH:8])[CH:9]([CH2:10][c:11]1[cH:12][cH:13][cH:14][cH:15][cH:16]1)[NH:17][C:18]([c:19]1[cH:20][c:21]([C:25]([N:26]([CH2:27][CH2:28][CH3:29])[CH2:30][CH2:31][CH3:32])=[O:33])[cH:22][cH:23][cH:24]1)=[O:34])[CH3:35])=[O:36].[CH3:40][OH:41].[Li+:38].[OH-:37].[OH2:39].[OH2:42]>>[O:2]=[C:3]([CH:4]([CH2:5][P:6](=[O:7])([OH:8])[CH:9]([CH2:10][c:11]1[cH:12][cH:13][cH:14][cH:15][cH:16]1)[NH:17][C:18]([c:19]1[cH:20][c:21]([C:25]([N:26]([CH2:27][CH2:28][CH3:29])[CH2:30][CH2:31][CH3:32])=[O:33])[cH:22][cH:23][cH:24]1)=[O:34])[CH3:35])[OH:36]. Reactants: CCO, Fc1cc(C(F)(F)F)cc(F)c1F, NN, O. Yields the product NNc1c(F)cc(C(F)(F)F)cc1F. As a reaction SMILES: [CH3:17][CH2:18][OH:19].[F:1][c:2]1[c:3]([F:13])[c:4]([F:12])[cH:5][c:6]([C:8]([F:9])([F:10])[F:11])[cH:7]1.[NH2:15][NH2:16].[OH2:14]>>[F:1][c:2]1[c:3]([NH:15][NH2:16])[c:4]([F:12])[cH:5][c:6]([C:8]([F:9])([F:10])[F:11])[cH:7]1. Reactants: CC(C)(O)c1cc(F)c(-c2cc(C(N)=O)c(Nc3ccc(=O)[nH]n3)s2)c(F)c1, CI, [K+], [K+], O=C([O-])[O-], CN(C)C=O, O. Product: Cn1nc(Nc2sc(-c3c(F)cc(C(C)(C)O)cc3F)cc2C(N)=O)ccc1=O. Reaction SMILES: [F:1][c:2]1[c:3](-[c:13]2[cH:14][c:15]([C:26](=[O:27])[NH2:28])[c:16]([NH:18][c:19]3[n:20][nH:21][c:22](=[O:25])[cH:23][cH:24]3)[s:17]2)[c:4]([F:12])[cH:5][c:6]([C:8]([CH3:9])([CH3:10])[OH:11])[cH:7]1.[I:35][CH3:36].[K+:29].[K+:30].[O-:31][C:32]([O-:33])=[O:34].[O:38]=[CH:39][N:40]([CH3:41])[CH3:42].[OH2:37]>>[F:1][c:2]1[c:3](-[c:13]2[cH:14][c:15]([C:26](=[O:27])[NH2:28])[c:16]([NH:18][c:19]3[n:20][n:21]([CH3:32])[c:22](=[O:25])[cH:23][cH:24]3)[s:17]2)[c:4]([F:12])[cH:5][c:6]([C:8]([CH3:9])([CH3:10])[OH:11])[cH:7]1. Starting materials: CCOC(C)=O, CN(C)C=O, Cc1ccccc1, CC(C)c1ccc(O)cc1, CCOC(=O)C(Cl)C(=O)OCC, [H-], [Na+]. The product is CCOC(=O)C(Oc1ccc(C(C)C)cc1)C(=O)OCC. Reaction SMILES: [CH3:25][CH2:26][O:27][C:28](=[O:29])[CH3:30].[CH3:31][N:32]([CH3:33])[CH:34]=[O:35].[CH3:36][c:37]1[cH:38][cH:39][cH:40][cH:41][cH:42]1.[CH:3]([CH3:4])([CH3:5])[c:6]1[cH:7][cH:8][c:9]([OH:12])[cH:10][cH:11]1.[Cl:13][CH:14]([C:15](=[O:16])[O:17][CH2:18][CH3:19])[C:20](=[O:21])[O:22][CH2:23][CH3:24].[H-:1].[Na+:2]>>[CH:3]([CH3:4])([CH3:5])[c:6]1[cH:7][cH:8][c:9]([O:12][CH:14]([C:15](=[O:16])[O:17][CH2:18][CH3:19])[C:20](=[O:21])[O:22][CH2:23][CH3:24])[cH:10][cH:11]1. Starting materials: [Si](C)(C)(C(C)(C)C)OC1=CC=C(C=C1)CCC(=O)OC (methyl 3-(4-tert-butyldimethylsilyloxyphenyl)propionate), C[Si](C)(C)[N-][Si](C)(C)C.[K+] (potassium bis(trimethylsilyl)amide), C1CCOC1 (THF), trans-2-phenylsulfonyl-3-phenyloxaziridine, C1CCOC1 (THF). Conditions: time 0.5 hour. Yields the product [Si](C)(C)(C(C)(C)C)OC1=CC=C(C=C1)CC(C(=O)OC)O (Methyl 3-(4-tert-butyldimethylsilyloxyphenyl)-2-hydroxypropionate). Yield: 38.0%. As a reaction SMILES: [Si:1]([O:8][C:9]1[CH:14]=[CH:13][C:12]([CH2:15][CH2:16][C:17]([O:19][CH3:20])=[O:18])=[CH:11][CH:10]=1)([C:4]([CH3:7])([CH3:6])[CH3:5])([CH3:3])[CH3:2].C[Si]([N-][Si](C)(C)C)(C)C.[K+].C1C[O:34]CC1>>[Si:1]([O:8][C:9]1[CH:10]=[CH:11][C:12]([CH2:15][CH:16]([OH:34])[C:17]([O:19][CH3:20])=[O:18])=[CH:13][CH:14]=1)([C:4]([CH3:7])([CH3:6])[CH3:5])([CH3:2])[CH3:3] |f:1.2|. Procedure details: To a solution of methyl 3-(4-tert-butyldimethylsilyloxyphenyl)propionate (5 g, 16.98 mmol) in THF (50 ml) at −78° C. was added dropwise potassium bis(trimethylsilyl)amide (0.5M in toluene, 34 ml, 17 mmol). The mixture was stirred at this temperature for 0.5 hours and treated with dropwise addition of a solution of trans-2-phenylsulfonyl-3-phenyloxaziridine (5.3 g, 20.38 mmol) in THF (30 ml). The mixture was stirred at −78° C. for 1 hour, quenched with aqueous ammonium chloride, warmed to room te...